The task is: describe an organic reaction: reactants, conditions, products, and yield. This data is from the Open Reaction Database (ORD), a public repository of structured organic reaction records. The reactants are C1(=CC=CC=C1)[C@H](C)N ((S)-PEA), C1(=CC=CC=C1)[C@H](C)N ((S)-PEA), C(C)(=O)C1=CC=CC=C1 (acetophenone), C(C)(=O)C1=CC=CC=C1 (acetophenone), C1(=CC=CC=C1)[C@@H](C)O ((R)-1-phenylethan-1-ol). Run in COCCOCCOC (diglyme). The product is C1(=CC=CC=C1)[C@H](C)O ((S)-1-phenylethan-1-ol). RXN SMILES: C1([C@@H](N)C)C=CC=CC=1.[C:10]([C:13]1[CH:18]=[CH:17][CH:16]=[CH:15][CH:14]=1)(=[O:12])[CH3:11].C1([C@H](O)C)C=CC=CC=1>COCCOCCOC>[C:13]1([C@@H:10]([OH:12])[CH3:11])[CH:18]=[CH:17][CH:16]=[CH:15][CH:14]=1. Procedure details: It is to be understood that for a particular chiral hydride complex, the chiral ligand thereof will produce an enantiomeric excess of a reduction product such that for that particular hydride complex, the use of the same chiral ligand but of the opposite enantiomer will give rise to the reduction product of the opposite stereochemistry. For example, whereas NaAlH2 ((+)-DDM) reduces acetophenone to (R)-1-phenylethan-1-ol in 91% enantiomeric excess (0° C.; 48 h; diglyme), reduction of acetophenone... The reactants are Cc1c(C(=O)Cl)c(Cl)nc2cc(C(F)(F)F)ccc12, NCc1cccc(F)c1, C1COCCO1. Product: Cc1c(C(=O)NCc2cccc(F)c2)c(Cl)nc2cc(C(F)(F)F)ccc12. RXN SMILES: [Cl:10][c:11]1[n:12][c:13]2[cH:14][c:15]([C:25]([F:26])([F:27])[F:28])[cH:16][cH:17][c:18]2[c:19]([CH3:24])[c:20]1[C:21](=[O:22])[Cl:23].[F:1][c:2]1[cH:3][c:4]([CH2:5][NH2:6])[cH:7][cH:8][cH:9]1.[O:29]1[CH2:30][CH2:31][O:32][CH2:33][CH2:34]1>>[F:1][c:2]1[cH:3][c:4]([CH2:5][NH:6][C:21]([c:20]2[c:11]([Cl:10])[n:12][c:13]3[cH:14][c:15]([C:25]([F:26])([F:27])[F:28])[cH:16][cH:17][c:18]3[c:19]2[CH3:24])=[O:22])[cH:7][cH:8][cH:9]1. Reactants: N (ammonia), FC=1C=C(N)C=C(C1N1N=C(N=C1)C)F (3,5-difluoro-4-(3-methyl-1H-1,2,4-triazol-1-yl)aniline), C(=S)(N1C(C=CC=C1)=O)N1C(C=CC=C1)=O (1,1′-thiocarbonyldipyridin-2(1H)-one), ( 3 ). Run in ClCCl (Dichloromethane). Run at time 24 hour. Product: FC=1C=C(C=C(C1N1N=C(N=C1)C)F)NC(=S)N (1-(3,5-difluoro-4-(3-methyl-1H-1,2,4-triazol-1-yl)phenyl)thiourea). Isolated yield 78.5%. Reaction SMILES: [F:1][C:2]1[CH:3]=[C:4]([CH:6]=[C:7]([F:15])[C:8]=1[N:9]1[CH:13]=[N:12][C:11]([CH3:14])=[N:10]1)[NH2:5].[C:16](N1C=CC=CC1=O)([N:18]1C=CC=CC1=O)=[S:17].N>ClCCl>[F:1][C:2]1[CH:3]=[C:4]([NH:5][C:16]([NH2:18])=[S:17])[CH:6]=[C:7]([F:15])[C:8]=1[N:9]1[CH:13]=[N:12][C:11]([CH3:14])=[N:10]1. Procedure: Step R (3): Dichloromethane (50 mL) was added to a flask charged with 3,5-difluoro-4-(3-methyl-1H-1,2,4-triazol-1-yl)aniline (1.75 g, 8.33 mmol) and 1,1′-thiocarbonyldipyridin-2(1H)-one (2.90 g, 8.33 mmol). The resulting mixture was stirred for 24 h at rt and concentrated in vacuo. A solution of ammonia (2.0 M in methanol, 50 mL, 100 mmol) was added to the crude solid. The heterogeneous mixture was stirred at rt for 2 h, then evaporated to dryness under reduced pressure using a rotary evaporator...